This data is from the Open Reaction Database (ORD), a public repository of structured organic reaction records. The task is: describe an organic reaction: reactants, conditions, products, and yield Reported procedure: Using the method described in Example 49, 2-[4-(2,6-difluoro-phenoxy)-6-oxo-6H-pyridazin-1-yl]-3-(tetrahydro-pyran-4-yl)-propionic acid (Intermediate 32) and 1-((R)-2,2-dimethyl-[1,3]dioxolan-4-ylmethyl)-1H-pyrazol-3-ylamine (Intermediate 4) afforded 2-[4-(2,6-difluoro-phenoxy)-6-oxo-6H-pyridazin-1-yl]-N-[1-((R)-2,2-dimethyl-[1,3]dioxolan-4-ylmethyl)-1H-pyrazol-3-yl]-3-(tetrahydro-pyran-4-yl)-propionamide as an off-white solid as a mixture of diastereomers (0.60 g, 53%); ES+-HRMS m/e calcd for C... Yields the product FC1=C(OC=2C=NN(C(C2)=O)C(C(=O)NC2=NN(C=C2)C[C@H]2OC(OC2)(C)C)CC2CCOCC2)C(=CC=C1)F (2-[4-(2,6-difluoro-phenoxy)-6-oxo-6H-pyridazin-1-yl]-N-[1-((R)-2,2-dimethyl-[1,3]dioxolan-4-ylmethyl)-1H-pyrazol-3-yl]-3-(tetrahydro-pyran-4-yl)-propionamide). RXN SMILES: [F:1][C:2]1[CH:26]=[CH:25][CH:24]=[C:23]([F:27])[C:3]=1[O:4][C:5]1[CH:6]=[N:7][N:8]([CH:12]([CH2:16][CH:17]2[CH2:22][CH2:21][O:20][CH2:19][CH2:18]2)[C:13](O)=[O:14])[C:9](=[O:11])[CH:10]=1.[CH3:28][C:29]1([CH3:41])[O:33][C@H:32]([CH2:34][N:35]2[CH:39]=[CH:38][C:37]([NH2:40])=[N:36]2)[CH2:31][O:30]1>>[F:1][C:2]1[CH:26]=[CH:25][CH:24]=[C:23]([F:27])[C:3]=1[O:4][C:5]1[CH:6]=[N:7][N:8]([CH:12]([CH2:16][CH:17]2[CH2:18][CH2:19][O:20][CH2:21][CH2:22]2)[C:13]([NH:40][C:37]2[CH:38]=[CH:39][N:35]([CH2:34][C@@H:32]3[CH2:31][O:30][C:29]([CH3:41])([CH3:28])[O:33]3)[N:36]=2)=[O:14])[C:9](=[O:11])[CH:10]=1. Starting materials: FC1=C(OC=2C=NN(C(C2)=O)C(C(=O)O)CC2CCOCC2)C(=CC=C1)F (2-[4-(2,6-difluoro-phenoxy)-6-oxo-6H-pyridazin-1-yl]-3-(tetrahydro-pyran-4-yl)-propionic acid), CC1(OC[C@H](O1)CN1N=C(C=C1)N)C (1-((R)-2,2-dimethyl-[1,3]dioxolan-4-ylmethyl)-1H-pyrazol-3-ylamine), FC1=C(OC=2C=NN(C(C2)=O)C(C(=O)O)CC2CCOCC2)C(=CC=C1)F (2-[4-(2,6-difluoro-phenoxy)-6-oxo-6H-pyridazin-1-yl]-3-(tetrahydro-pyran-4-yl)-propionic acid), CC1(OC[C@H](O1)CN1N=C(C=C1)N)C (1-((R)-2,2-dimethyl-[1,3]dioxolan-4-ylmethyl)-1H-pyrazol-3-ylamine). Starting materials: [Na+].[Na+].NC=1C=C(C(=CC1)C=CC=1C(=CC(=CC1)N)S(=O)(=O)[O-])S(=O)(=O)[O-] (4,4'-diaminostilbene-2,2'-disulfonic acid disodium salt), OC=1C(=CC=C2C=CC=NC12)C(=O)O (8-hydroxyquinoline-7-carboxylic acid), CN(C)C=O (DMF), CN(C)C=O (DMF), C1CCC(CC1)N=C=NC2CCCCC2 (DCC), ON1N=NC2=C1C=CC=C2 (1-hydroxybenzotriazole). Reaction conditions: time 6 day. Product: CN(C)C(=O)N=NC(=O)N(C)C (diamide). As a reaction SMILES: [Na+].[Na+].NC1C=C(S([O-])(=O)=O)C(C=CC2C(S([O-])(=O)=[O:20])=CC(N)=CC=2)=CC=1.OC1C(C(O)=O)=CC=C2[C:37]=1[N:36]=[CH:35]C=C2.ON1C2C=CC=C[C:45]=2[N:44]=[N:43]1.C1CCC(N=C=NC2CCCCC2)CC1.[CH3:66][N:67]([CH:69]=[O:70])[CH3:68]>>[CH3:66][N:67]([C:69]([N:43]=[N:44][C:45]([N:36]([CH3:35])[CH3:37])=[O:20])=[O:70])[CH3:68] |f:0.1.2|. Reported procedure: To a solution of 4,4'-diaminostilbene-2,2'-disulfonic acid disodium salt (2.5 mmol, 1.036 g) in DMF (170 mL) a solution of 8-hydroxyquinoline-7-carboxylic acid (5.0mmol, 0.946 g) in DMF (140 mL) was added. To the mixture, 1-hydroxybenzotriazole (HBT) (6.0 mmol, 0.811 g) was added followed by 1,3-dicyclohexylcarbocilmide (DCC) (12.0 mmol, 2.476 g). The reaction mixture was stirred at room temperature for 6 days. Then, the solution was concentrated under reduced pressure. The precipitate was filte... The reactants are CC(C)(C)OC(=O)N1CCC(n2ncc3c(Cl)ncnc32)CC1, CC(=O)N1CCN(c2ccc(O)cc2)CC1, CN(C)C=O. Yields the product CC(=O)N1CCN(c2ccc(Oc3ncnc4c3cnn4C3CCN(C(=O)OC(C)(C)C)CC3)cc2)CC1. RXN SMILES: [C:1]([CH3:2])([CH3:3])([CH3:4])[O:5][C:6](=[O:7])[N:8]1[CH2:9][CH2:10][CH:11]([n:14]2[n:15][cH:16][c:17]3[c:18]2[n:19][cH:20][n:21][c:22]3[Cl:23])[CH2:12][CH2:13]1.[C:24]([CH3:25])(=[O:26])[N:27]1[CH2:28][CH2:29][N:30]([c:33]2[cH:34][cH:35][c:36]([OH:39])[cH:37][cH:38]2)[CH2:31][CH2:32]1.[CH3:40][N:41]([CH3:42])[CH:43]=[O:44]>>[C:1]([CH3:2])([CH3:3])([CH3:4])[O:5][C:6](=[O:7])[N:8]1[CH2:9][CH2:10][CH:11]([n:14]2[n:15][cH:16][c:17]3[c:18]2[n:19][cH:20][n:21][c:22]3[O:39][c:36]2[cH:35][cH:34][c:33]([N:30]3[CH2:29][CH2:28][N:27]([C:24]([CH3:25])=[O:26])[CH2:32][CH2:31]3)[cH:38][cH:37]2)[CH2:12][CH2:13]1. Starting materials: ClC1=CC=C(C=C1)N1S(C2=C(N(C1=O)C)C=C(C=C2)OCCN2C(C=1C(C2=O)=CC=CC1)=O)(=O)=O (2-(4-chlorophenyl)-4-methyl-6-(2-phthalimidoethoxy)-2H-1,2,4-benzothiadiazine-3(4H)-one 1,1-dioxide), O.NN (hydrazine monohydrate), Cl (HCl). The solvent is CO (methanol). The product is NCCOC=1C=CC2=C(N(CN(S2)C2=CC=C(C=C2)Cl)C)C1 (6-(2-aminoethoxy)-2-(4-chlorophenyl)-4-methyl-2H-1,2,4-benzothiadiazine), 1,1-dioxide. Reaction SMILES: [Cl:1][C:2]1[CH:7]=[CH:6][C:5]([N:8]2[C:13](=O)[N:12]([CH3:15])[C:11]3[CH:16]=[C:17]([O:20][CH2:21][CH2:22][N:23]4C(=O)C5=CC=CC=C5C4=O)[CH:18]=[CH:19][C:10]=3[S:9]2(=O)=O)=[CH:4][CH:3]=1.O.NN.Cl>CO>[NH2:23][CH2:22][CH2:21][O:20][C:17]1[CH:18]=[CH:19][C:10]2[S:9][N:8]([C:5]3[CH:6]=[CH:7][C:2]([Cl:1])=[CH:3][CH:4]=3)[CH2:13][N:12]([CH3:15])[C:11]=2[CH:16]=1 |f:1.2|. Reported procedure: To a solution of 2-(4-chlorophenyl)-4-methyl-6-(2-phthalimidoethoxy)-2H-1,2,4-benzothiadiazine-3(4H)-one 1,1-dioxide (0.153 g) in methanol (1.5 ml) was added hydrazine monohydrate (30 mg). After the mixture was refluxed for one hour, the reaction mixture was treated with conc. HCl and further refluxed for 30 minutes. The precipitate was removed by filtration and the filtrate was washed two times with ether. The aqueous layer was treated with aqueous 1N NaOH solution and extracted with ethyl acet... RXN SMILES: [CH2:1]([O:2][C:3](=[O:4])[CH:5]([C:6](=[O:7])[c:8]1[n:9][cH:10][c:11]([CH3:14])[n:12][cH:13]1)[c:15]1[c:16]([Cl:23])[cH:17][c:18]([O:21][CH3:22])[cH:19][cH:20]1)[CH3:24].[CH3:28][S:29]([CH3:30])=[O:31].[CH3:32][CH2:33][O:34][C:35](=[O:36])[CH3:37].[Cl-:26].[Na+:25].[OH2:27]>>[CH2:5]([C:6](=[O:7])[c:8]1[n:9][cH:10][c:11]([CH3:14])[n:12][cH:13]1)[c:15]1[c:16]([Cl:23])[cH:17][c:18]([O:21][CH3:22])[cH:19][cH:20]1. Yields the product COc1ccc(CC(=O)c2cnc(C)cn2)c(Cl)c1. Starting materials: CCOC(=O)C(C(=O)c1cnc(C)cn1)c1ccc(OC)cc1Cl, CS(C)=O, CCOC(C)=O, [Cl-], [Na+], O. Reported procedure: A mixture of methyl 2-butyl-1-[2'-carboxybiphenyl-4-yl]methylbenzimidazole-7-carboxylate (0.44 g) and thionyl chloride (0.15 ml) in chloroform (4 ml) was heated for 30 minutes under reflux with stirring. The reaction mixture was concentrated, and the resulting product was used for the subsequent reaction without purification. A stirred solution of the above product in tetrahydrofuran (6 ml) was added dropwise to a suspension of aluminium lithium hydride (40 mg) in tetrahydrofuran (6 ml) under ic... Solvent: O1CCCC1 (tetrahydrofuran), O1CCCC1 (tetrahydrofuran), C(Cl)(Cl)Cl (chloroform). The product is C(CCC)C1=NC2=C(N1CC1=CC=C(C=C1)C1=C(C=CC=C1)CO)C(=CC=C2)COC (Methyl 2-butyl-1-[2'-hydroxymethylbiphenyl-4-yl]methylbenzimidazole-7-carboxylite). Reaction SMILES: [CH2:1]([C:5]1[N:9]([CH2:10][C:11]2[CH:16]=[CH:15][C:14]([C:17]3[CH:22]=[CH:21][CH:20]=[CH:19][C:18]=3[C:23](O)=[O:24])=[CH:13][CH:12]=2)[C:8]2[C:26]([C:30]([O:32][CH3:33])=O)=[CH:27][CH:28]=[CH:29][C:7]=2[N:6]=1)[CH2:2][CH2:3][CH3:4].S(Cl)(Cl)=O.[H-].[Li+].[Al+3].[H-].[H-].[H-].Cl>C(Cl)(Cl)Cl.O1CCCC1>[CH2:1]([C:5]1[N:9]([CH2:10][C:11]2[CH:12]=[CH:13][C:14]([C:17]3[CH:22]=[CH:21][CH:20]=[CH:19][C:18]=3[CH2:23][OH:24])=[CH:15][CH:16]=2)[C:8]2[C:26]([CH2:30][O:32][CH3:33])=[CH:27][CH:28]=[CH:29][C:7]=2[N:6]=1)[CH2:2][CH2:3][CH3:4] |f:2.3.4.5.6.7|. Reactants: [H-].[Li+].[Al+3].[H-].[H-].[H-] (aluminium lithium hydride), Cl (HCl), C(CCC)C1=NC2=C(N1CC1=CC=C(C=C1)C1=C(C=CC=C1)C(=O)O)C(=CC=C2)C(=O)OC (methyl 2-butyl-1-[2'-carboxybiphenyl-4-yl]methylbenzimidazole-7-carboxylate), S(=O)(Cl)Cl (thionyl chloride). Starting materials: CCOCC, COc1cnc(CO)cc1OC1CCCC1, ClCCl. Yields the product COc1cnc(C=O)cc1OC1CCCC1. Reaction SMILES: [CH3:17][CH2:18][O:19][CH2:20][CH3:21].[CH:1]1([O:6][c:7]2[cH:8][c:9]([CH2:15][OH:16])[n:10][cH:11][c:12]2[O:13][CH3:14])[CH2:2][CH2:3][CH2:4][CH2:5]1.[Cl:22][CH2:23][Cl:24]>>[CH:1]1([O:6][c:7]2[cH:8][c:9]([CH:15]=[O:16])[n:10][cH:11][c:12]2[O:13][CH3:14])[CH2:2][CH2:3][CH2:4][CH2:5]1.